This data is from the Open Reaction Database (ORD), a public repository of structured organic reaction records. The task is: describe an organic reaction: reactants, conditions, products, and yield Reaction SMILES: [Cl:1][C:2]1[CH:3]=[C:4]([NH:9][C:10]([N:12]2[CH2:17][CH2:16][N:15]([C:18]([CH:20]3[O:25][CH2:24][CH2:23][NH:22][CH2:21]3)=[O:19])[CH2:14][CH2:13]2)=[O:11])[CH:5]=[CH:6][C:7]=1[Cl:8].[CH:26]1[CH:31]=[CH:30][C:29]([CH2:32][CH:33]=O)=[CH:28][CH:27]=1.[BH-](OC(C)=O)(OC(C)=O)OC(C)=O.[Na+]>ClCCl>[Cl:1][C:2]1[CH:3]=[C:4]([NH:9][C:10]([N:12]2[CH2:17][CH2:16][N:15]([C:18]([CH:20]3[O:25][CH2:24][CH2:23][N:22]([CH2:33][CH2:32][C:29]4[CH:30]=[CH:31][CH:26]=[CH:27][CH:28]=4)[CH2:21]3)=[O:19])[CH2:14][CH2:13]2)=[O:11])[CH:5]=[CH:6][C:7]=1[Cl:8] |f:2.3|. Procedure: To a stirred solution of N-(3,4-dichlorophenyl)-4-(morpholin-2-ylcarbonyl)piperazine-1-carboxamide (350 mg) in dichloromethane (10 ml) under an argon atmosphere was added phenacetaldehyde (0.16 mL) then NaBH(OAc)3 (383 mg) and the reaction was stirred for 3.5 h. The solvent was then removed under reduced pressure and dissolved in dichloromethane (40 ml) and 1M NaOH (20 ml). The organic layer was separated, dried (MgSO4) and evaporated. Purification by column chromatography 3-7% MeOH:DCM afforded... The product is ClC=1C=C(C=CC1Cl)NC(=O)N1CCN(CC1)C(=O)C1CN(CCO1)CCC1=CC=CC=C1 (N-(3,4-Dichlorophenyl)-4-{[4-(2-phenylethyl)morpholin-2-yl]carbonyl}piperazine-1-carboxamide). Reactants: ClC=1C=C(C=CC1Cl)NC(=O)N1CCN(CC1)C(=O)C1CNCCO1 (N-(3,4-dichlorophenyl)-4-(morpholin-2-ylcarbonyl)piperazine-1-carboxamide), C1=CC=C(C=C1)CC=O (phenacetaldehyde), [BH-](OC(=O)C)(OC(=O)C)OC(=O)C.[Na+] (NaBH(OAc)3). The solvent is ClCCl (dichloromethane). The reactants are NC1=CC=C(C=C1)C=1SC2=C(N1)C=CC(=C2)C (2-(4'-Aminophenyl)-6-methylbenzothiazole), ICl (iodine monochloride). The solvent is C(C)(=O)O (acetic acid). The product is NC1=C(C=C(C=C1)C=1SC2=C(N1)C=CC(=C2)C)I (2-(4'-amino-3'-iodophenyl)-6-methylbenzothiazole). Isolated yield 66.6%. Reaction SMILES: [NH2:1][C:2]1[CH:7]=[CH:6][C:5]([C:8]2[S:9][C:10]3[CH:16]=[C:15]([CH3:17])[CH:14]=[CH:13][C:11]=3[N:12]=2)=[CH:4][CH:3]=1.[I:18]Cl>C(O)(=O)C>[NH2:1][C:2]1[CH:3]=[CH:4][C:5]([C:8]2[S:9][C:10]3[CH:16]=[C:15]([CH3:17])[CH:14]=[CH:13][C:11]=3[N:12]=2)=[CH:6][C:7]=1[I:18]. Procedure: 2-(4'-Aminophenyl)-6-methylbenzothiazole (0.6 g, 2.5 mmol) was treated with iodine monochloride (0.5 g, 3.02 mmol) in acetic acid according to the above-described general procedure for iodination. Crude product was purified by flash chromatography on silica gel, using ethyl acetate-hexane (1:3) as eluent, to give brown small crystals (0.61 g, 66.7%), m.p. 176.2-177.9° C. Reactants: NC=1C=NN(C1)C1=NC(=C2N=CN(C2=N1)[C@H]1[C@@H]([C@@H]([C@H](C1)NC(CO)=O)O)O)NCC(C1=CC=CC=C1)C1=CC=CC=C1 (N-{(1S,2R,3S,4R)-4-[2-(4-amino-pyrazol-1-yl)-6-(2,2-diphenyl-ethylamino)-purin-9-yl]-2,3-dihydroxy-cyclopentyl}-2-hydroxy-acetamide), ClC1=NC(=C2N=CN(C2=N1)[C@H]1[C@@H]([C@@H]([C@H](C1)NC(=O)COC(C)=O)O)O)NCC(C1=CC=CC=C1)C1=CC=CC=C1 (acetic acid {(1S,2R,3S,4R)-4-[2-chloro-6-(2,2-diphenyl-ethylamino)-purin-9-yl]-2,3-dihydroxy-cyclopentylcarbamoyl}-methyl ester). Product: NC=1C=NN(C1)C1=NC(=C2N=CN(C2=N1)[C@H]1[C@@H]([C@@H]([C@H](C1)NC(CO)=O)O)O)N[C@@H](CC1=CC=CC=C1)CO (N-{(1S,2R,3S,4R)-4-[2-(4-Amino-pyrazol-1-yl)-6-((S)-1-hydroxymethyl-2-phenyl-ethylamino)-purin-9-yl]-2,3-dihydroxy-cyclopentyl}-2-hydroxy-acetamide). Reaction SMILES: [NH2:1][C:2]1[CH:3]=[N:4][N:5]([C:7]2[N:15]=[C:14]3[C:10]([N:11]=[CH:12][N:13]3[C@@H:16]3[CH2:20][C@H:19]([NH:21][C:22](=[O:25])[CH2:23][OH:24])[C@@H:18]([OH:26])[C@H:17]3[OH:27])=[C:9]([NH:28][CH2:29][CH:30]([C:37]3[CH:42]=[CH:41][CH:40]=[CH:39][CH:38]=3)C3C=CC=CC=3)[N:8]=2)[CH:6]=1.ClC1N=C2C(N=CN2[C@@H]2C[C@H](N[C:59](COC(=O)C)=[O:60])[C@@H](O)[C@H]2O)=C(NCC(C2C=CC=CC=2)C2C=CC=CC=2)N=1>>[NH2:1][C:2]1[CH:3]=[N:4][N:5]([C:7]2[N:15]=[C:14]3[C:10]([N:11]=[CH:12][N:13]3[C@@H:16]3[CH2:20][C@H:19]([NH:21][C:22](=[O:25])[CH2:23][OH:24])[C@@H:18]([OH:26])[C@H:17]3[OH:27])=[C:9]([NH:28][C@H:29]([CH2:59][OH:60])[CH2:30][C:37]3[CH:38]=[CH:39][CH:40]=[CH:41][CH:42]=3)[N:8]=2)[CH:6]=1. Reported procedure: The title compound is prepared analogously to N-{(1S,2R,3S,4R)-4-[2-(4-amino-pyrazol-1-yl)-6-(2,2-diphenyl-ethylamino)-purin-9-yl]-2,3-dihydroxy-cyclopentyl}-2-hydroxy-acetamide (Intermediate ZP), by substituting acetic acid {(1S,2R,3S,4R)-4-[2-chloro-6-((S)-1-hydroxymethyl-2-phenyl-ethylamino)-purin-9-yl]-2,3-dihydroxy-cyclopentylcarbamoyl}-methyl ester (Intermediate ZM) for acetic acid {(1S,2R,3S,4R)-4-[2-chloro-6-(2,2-diphenyl-ethylamino)-purin-9-yl]-2,3-dihydroxy-cyclopentylcarbamoyl}-methyl... The reactants are C(C)(C)(C)CC=O (tert-Butylacetaldehyde), C1CCC2=NCCCN2CC1 (DBU), COC(=O)C(NC(=O)OCC1=CC=CC=C1)P(=O)(OC)OC (N-(Benzyloxycarbonyl)-α-phosphonoglycine trimethyl ester). Run in C(Cl)Cl (CH2Cl2), C1CCOC1 (THF). Conditions: time 16 hour. The product is COC(C(=CCC(C)(C)C)NC(=O)OCC1=CC=CC=C1)=O (2-benzyloxycarbonylamino-5,5-dimethyl-hex-2-enoic acid methyl ester). The yield is 94.4%. As a reaction SMILES: [CH3:1][O:2][C:3]([CH:5](P(OC)(OC)=O)[NH:6][C:7]([O:9][CH2:10][C:11]1[CH:16]=[CH:15][CH:14]=[CH:13][CH:12]=1)=[O:8])=[O:4].[C:23]([CH2:27][CH:28]=O)([CH3:26])([CH3:25])[CH3:24].C1CCN2C(=NCCC2)CC1>C1COCC1.C(Cl)Cl>[CH3:1][O:2][C:3](=[O:4])[C:5]([NH:6][C:7]([O:9][CH2:10][C:11]1[CH:12]=[CH:13][CH:14]=[CH:15][CH:16]=1)=[O:8])=[CH:28][CH2:27][C:23]([CH3:26])([CH3:25])[CH3:24]. Procedure: N-(Benzyloxycarbonyl)-α-phosphonoglycine trimethyl ester (2 g, 6.0 mmol, 1.0 equiv) was dissolved in dry THF (20 mL). tert-Butylacetaldehyde (0.758 mL, 6.0 mmol, 1.0 equiv) and DBU (0.903 mL, 6.0 mmol, 1.0 equiv) were added and the reaction mixture was stirred for 16 h. The solution was diluted with 100 mL of CH2Cl2 and washed with 1×50 mL water, and 1×50 mL brine. The organic layer was dried over Na2SO4, decanted and concentrated in vacuo to provide 2-benzyloxycarbonylamino-5,5-dimethyl-hex-2-e...